describe an organic reaction: reactants, conditions, products, and yield From a dataset of the Open Reaction Database (ORD), a public repository of structured organic reaction records. Reactants: CCOC(=O)C=C(C)C, C[Si](C)(C)Cl, [Mg+]C1CCCCC1, [Cl-], [Cl-], Cl[Cu], [NH4+], C1CCOC1. The product is CCOC(=O)CC(C)(C)C1CCCCC1. Reaction SMILES: [CH3:14][C:15](=[CH:16][C:17](=[O:18])[O:19][CH2:20][CH3:21])[CH3:22].[CH3:1][Si:2]([Cl:3])([CH3:4])[CH3:5].[CH:7]1([Mg+:13])[CH2:8][CH2:9][CH2:10][CH2:11][CH2:12]1.[Cl-:23].[Cl-:6].[Cl:30][Cu:31].[NH4+:24].[O:25]1[CH2:26][CH2:27][CH2:28][CH2:29]1>>[CH:7]1([C:15]([CH3:14])([CH2:16][C:17](=[O:18])[O:19][CH2:20][CH3:21])[CH3:22])[CH2:8][CH2:9][CH2:10][CH2:11][CH2:12]1.